describe an organic reaction: reactants, conditions, products, and yield From a dataset of the Open Reaction Database (ORD), a public repository of structured organic reaction records. Starting materials: CCOC(=O)CC(C)(Cc1ccc(OCCCNc2cccc[n+]2[O-])cc1)c1cccnc1, CC(=O)O, [Fe], c1ccc(P(c2ccccc2)c2ccccc2)cc1. The product is CCOC(=O)CC(C)(Cc1ccc(OCCCNc2ccccn2)cc1)c1cccnc1. Reaction SMILES: [CH3:1][C:2]([CH2:3][C:4](=[O:5])[O:6][CH2:7][CH3:8])([CH2:9][c:10]1[cH:11][cH:12][c:13]([O:16][CH2:17][CH2:18][CH2:19][NH:20][c:21]2[n+:22]([O-:27])[cH:23][cH:24][cH:25][cH:26]2)[cH:14][cH:15]1)[c:28]1[cH:29][n:30][cH:31][cH:32][cH:33]1.[CH3:54][C:55](=[O:56])[OH:57].[Fe:53].[c:34]1([P:35]([c:36]2[cH:37][cH:38][cH:39][cH:40][cH:41]2)[c:42]2[cH:43][cH:44][cH:45][cH:46][cH:47]2)[cH:48][cH:49][cH:50][cH:51][cH:52]1>>[CH3:1][C:2]([CH2:3][C:4](=[O:5])[O:6][CH2:7][CH3:8])([CH2:9][c:10]1[cH:11][cH:12][c:13]([O:16][CH2:17][CH2:18][CH2:19][NH:20][c:21]2[n:22][cH:23][cH:24][cH:25][cH:26]2)[cH:14][cH:15]1)[c:28]1[cH:29][n:30][cH:31][cH:32][cH:33]1. Starting materials: [BH4-], COC(=O)COC1CCCN(C(=O)c2ccc(NC(=O)c3ccccc3C)nc2)c2ccc(Cl)cc21, [Li+], C1CCOC1, O. Product: Cc1ccccc1C(=O)Nc1ccc(C(=O)N2CCCC(OCCO)c3cc(Cl)ccc32)cn1. Reaction SMILES: [BH4-:37].[Cl:1][c:2]1[cH:3][cH:4][c:5]2[c:6]([cH:36]1)[CH:7]([O:30][CH2:31][C:32](=[O:33])[O:34][CH3:35])[CH2:8][CH2:9][CH2:10][N:11]2[C:12]([c:13]1[cH:14][n:15][c:16]([NH:19][C:20]([c:21]2[c:22]([CH3:27])[cH:23][cH:24][cH:25][cH:26]2)=[O:28])[cH:17][cH:18]1)=[O:29].[Li+:38].[O:40]1[CH2:41][CH2:42][CH2:43][CH2:44]1.[OH2:39]>>[Cl:1][c:2]1[cH:3][cH:4][c:5]2[c:6]([cH:36]1)[CH:7]([O:30][CH2:31][CH2:32][OH:33])[CH2:8][CH2:9][CH2:10][N:11]2[C:12]([c:13]1[cH:14][n:15][c:16]([NH:19][C:20]([c:21]2[c:22]([CH3:27])[cH:23][cH:24][cH:25][cH:26]2)=[O:28])[cH:17][cH:18]1)=[O:29]. The reactants are S(O)(O)(=O)=O (Sulfuric acid), C(C)N1C2=C(N(C(C(C1=O)(C)C)=O)C)C=C(C=C2)OCCCNCC2=CC=NC=C2 (1-ethyl-3,3,5-trimethyl-7-{3-[(pyridin-4-ylmethyl)amino]propoxy}-1,5-dihydrobenzo[b][1,4]diazepine-2,4-dione). The solvent is C(C)(=O)OCC (ethyl acetate). Conditions: time 15 minute. Yields the product S(=O)(=O)(O)O.C(C)N1C2=C(N(C(C(C1=O)(C)C)=O)C)C=C(C=C2)OCCCNCC2=CC=NC=C2 (1-ethyl-3,3,5-trimethyl-7-{3-[(pyridin-4-ylmethyl)amino]propoxy}-1,5-dihydrobenzo[b][1,4]diazepine-2,4-dione sulfate). Reaction SMILES: [S:1](=[O:5])(=[O:4])([OH:3])[OH:2].[CH2:6]([N:8]1[C:14](=[O:15])[C:13]([CH3:17])([CH3:16])[C:12](=[O:18])[N:11]([CH3:19])[C:10]2[CH:20]=[C:21]([O:24][CH2:25][CH2:26][CH2:27][NH:28][CH2:29][C:30]3[CH:35]=[CH:34][N:33]=[CH:32][CH:31]=3)[CH:22]=[CH:23][C:9]1=2)[CH3:7]>C(OCC)(=O)C>[S:1]([OH:5])([OH:4])(=[O:3])=[O:2].[CH2:6]([N:8]1[C:14](=[O:15])[C:13]([CH3:17])([CH3:16])[C:12](=[O:18])[N:11]([CH3:19])[C:10]2[CH:20]=[C:21]([O:24][CH2:25][CH2:26][CH2:27][NH:28][CH2:29][C:30]3[CH:31]=[CH:32][N:33]=[CH:34][CH:35]=3)[CH:22]=[CH:23][C:9]1=2)[CH3:7] |f:3.4|. Reported procedure: Sulfuric acid (13 μl) was added to an ethyl acetate solution (5 ml) of 1-ethyl-3,3,5-trimethyl-7-{3-[(pyridin-4-ylmethyl)amino]propoxy}-1,5-dihydrobenzo[b][1,4]diazepine-2,4-dione (100 mg, 0.24 mmol), and stirred at room temperature for 15 minutes. The resultant mixture was concentrated to dryness under reduced pressure to thereby obtain 1-ethyl-3,3,5-trimethyl-7-{3-[(pyridin-4-ylmethyl)amino]propoxy}-1,5-dihydrobenzo[b][1,4]diazepine-2,4-dione sulfate as a white amorphous solid. Starting materials: F[C@@H]1CN(CC[C@H]1C1=CC=C(C=C1)O)[C@H]1C(N(CC1)CC1=CC=C(C=C1)C)=O ((R)-3-((3S,4S)-3-fluoro-4-(4-hydroxyphenyl)piperidin-1-yl)-1-(4-methylbenzyl)pyrrolidin-2-one), C(C)(C)(C)OC([C@H](CC(=O)O)NC(=O)OC(C)(C)C)=O ((S)-4-(tert-butoxy)-3-((tert-butoxycarbonyl)amino)-4-oxobutanoic acid), O (Water), C1CCC(CC1)N=C=NC2CCCCC2 (DCC). Reagents/catalysts: CN(C)C=1C=CN=CC1 (DMAP). Solvent: C(Cl)Cl (DCM). Conditions: time 18 hour. Yields the product C(C)(C)(C)OC(=O)N[C@H](C(=O)OC(C)(C)C)CC(=O)OC1=CC=C(C=C1)[C@H]1[C@@H](CN(CC1)[C@H]1C(N(CC1)CC1=CC=C(C=C1)C)=O)F ((S)-1-tert-Butyl 4-(4-((3S,4S)-3-fluoro-1-((R)-1-(4-methylbenzyl)-2-oxopyrrolidin-3-yl)piperidin-4-yl)phenyl) 2-((tert-butoxycarbonyl)amino)succinate). Isolated yield 72.6%. RXN SMILES: [F:1][C@H:2]1[C@H:7]([C:8]2[CH:13]=[CH:12][C:11]([OH:14])=[CH:10][CH:9]=2)[CH2:6][CH2:5][N:4]([C@@H:15]2[CH2:19][CH2:18][N:17]([CH2:20][C:21]3[CH:26]=[CH:25][C:24]([CH3:27])=[CH:23][CH:22]=3)[C:16]2=[O:28])[CH2:3]1.[C:29]([O:33][C:34](=[O:48])[C@@H:35]([NH:40][C:41]([O:43][C:44]([CH3:47])([CH3:46])[CH3:45])=[O:42])[CH2:36][C:37](O)=[O:38])([CH3:32])([CH3:31])[CH3:30].C1CCC(N=C=NC2CCCCC2)CC1.O>C(Cl)Cl.CN(C1C=CN=CC=1)C>[C:44]([O:43][C:41]([NH:40][C@@H:35]([CH2:36][C:37]([O:14][C:11]1[CH:12]=[CH:13][C:8]([C@@H:7]2[CH2:6][CH2:5][N:4]([C@@H:15]3[CH2:19][CH2:18][N:17]([CH2:20][C:21]4[CH:22]=[CH:23][C:24]([CH3:27])=[CH:25][CH:26]=4)[C:16]3=[O:28])[CH2:3][C@H:2]2[F:1])=[CH:9][CH:10]=1)=[O:38])[C:34]([O:33][C:29]([CH3:32])([CH3:31])[CH3:30])=[O:48])=[O:42])([CH3:47])([CH3:46])[CH3:45]. Procedure details: To a solution of (R)-3-((3S,4S)-3-fluoro-4-(4-hydroxyphenyl)piperidin-1-yl)-1-(4-methylbenzyl)pyrrolidin-2-one (0.03 g, 0.078 mmol) in DCM (5 mL) was added (S)-4-(tert-butoxy)-3-((tert-butoxycarbonyl)amino)-4-oxobutanoic acid (0.118 g, 0.408 mmol) followed by DCC (0.049 g, 0.235 mmol) and DMAP (9.58 mg, 0.078 mmol). The reaction was stirred at rt for 18 hours. Water (15 mL) was then added, and the layers were separated. The aqueous layer was extracted with DCM (3×15 mL) and the organic layers we... Reactants: CC(=O)N1c2ccc(NC(=O)c3ccc(I)cc3)cc2C(C)(c2ccccc2)CC1(C)C, CCO, COCCOC, OB(O)c1ccc(Cl)cc1, [Cs+], [F-], O=C(C=Cc1ccccc1)C=Cc1ccccc1, O=C(C=Cc1ccccc1)C=Cc1ccccc1, O=C(C=Cc1ccccc1)C=Cc1ccccc1, [Pd], [Pd], c1ccc(P(c2ccccc2)c2ccccc2)cc1. The product is CC(=O)N1c2ccc(NC(=O)c3ccc(-c4ccc(Cl)cc4)cc3)cc2C(C)(c2ccccc2)CC1(C)C. Reaction SMILES: [C:1]([CH3:2])(=[O:3])[N:4]1[C:5]([CH3:31])([CH3:32])[CH2:6][C:7]([CH3:24])([c:25]2[cH:26][cH:27][cH:28][cH:29][cH:30]2)[c:8]2[cH:9][c:10]([NH:14][C:15]([c:16]3[cH:17][cH:18][c:19]([I:22])[cH:20][cH:21]3)=[O:23])[cH:11][cH:12][c:13]21.[CH2:64]([OH:65])[CH3:66].[CH2:67]([CH2:68][O:69][CH3:70])[O:71][CH3:72].[Cl:33][c:34]1[cH:35][cH:36][c:37]([B:40]([OH:41])[OH:42])[cH:38][cH:39]1.[Cs+:44].[F-:43].[O:111]=[C:112]([CH:113]=[CH:114][c:115]1[cH:116][cH:117][cH:118][cH:119][cH:120]1)[CH:121]=[CH:122][c:123]1[cH:124][cH:125][cH:126][cH:127][cH:128]1.[O:75]=[C:76]([CH:77]=[CH:78][c:79]1[cH:80][cH:81][cH:82][cH:83][cH:84]1)[CH:85]=[CH:86][c:87]1[cH:88][cH:89][cH:90][cH:91][cH:92]1.[O:93]=[C:94]([CH:95]=[CH:96][c:97]1[cH:98][cH:99][cH:100][cH:101][cH:102]1)[CH:103]=[CH:104][c:105]1[cH:106][cH:107][cH:108][cH:109][cH:110]1.[Pd:73].[Pd:74].[c:45]1([P:46]([c:47]2[cH:48][cH:49][cH:50][cH:51][cH:52]2)[c:53]2[cH:54][cH:55][cH:56][cH:57][cH:58]2)[cH:59][cH:60][cH:61][cH:62][cH:63]1>>[C:1]([CH3:2])(=[O:3])[N:4]1[C:5]([CH3:31])([CH3:32])[CH2:6][C:7]([CH3:24])([c:25]2[cH:26][cH:27][cH:28][cH:29][cH:30]2)[c:8]2[cH:9][c:10]([NH:14][C:15]([c:16]3[cH:17][cH:18][c:19](-[c:37]4[cH:36][cH:35][c:34]([Cl:33])[cH:39][cH:38]4)[cH:20][cH:21]3)=[O:23])[cH:11][cH:12][c:13]21. Reactants: NC1=C2N=C(N(C2=NC(=N1)NCCOC)CC1=CC=CC=C1)OC (6-Amino-9-benzyl-8-methoxy-2-(2-methoxyethyl)aminopurine), N (ammonia). Solvent: Cl (hydrochloric acid). Product: NC1=C2N=C(N(C2=NC(=N1)NCCOC)CC1=CC=CC=C1)O (6-Amino-9-benzyl-8-hydroxy-2-(2-methoxyethyl)aminopurine). Yield: 72.5%. As a reaction SMILES: [NH2:1][C:2]1[N:10]=[C:9]([NH:11][CH2:12][CH2:13][O:14][CH3:15])[N:8]=[C:7]2[C:3]=1[N:4]=[C:5]([O:23]C)[N:6]2[CH2:16][C:17]1[CH:22]=[CH:21][CH:20]=[CH:19][CH:18]=1.N>Cl>[NH2:1][C:2]1[N:10]=[C:9]([NH:11][CH2:12][CH2:13][O:14][CH3:15])[N:8]=[C:7]2[C:3]=1[N:4]=[C:5]([OH:23])[N:6]2[CH2:16][C:17]1[CH:22]=[CH:21][CH:20]=[CH:19][CH:18]=1. Procedure details: 6-Amino-9-benzyl-8-methoxy-2-(2-methoxyethyl)aminopurine (26 mg, 0.079 mmol) in concentrated hydrochloric acid (20 ml) was stirred at room temperature for 7 hours. The reaction mixture was made basic with 28% aqueous ammonia. The resulting crystals were filtered to give the subject compound (18 mg, yield 73%).